From a dataset of the Open Reaction Database (ORD), a public repository of structured organic reaction records. describe an organic reaction: reactants, conditions, products, and yield Starting materials: O=C([O-])[O-], CC#N, OC1(c2ccc(F)c(F)c2)CCNC1, CCI, [K+], [K+], [Na+], [Na+], O=C([O-])[O-]. Yields the product CCN1CCC(O)(c2ccc(F)c(F)c2)C1. Reaction SMILES: [C:15](=[O:16])([O-:17])[O-:18].[CH3:30][C:31]#[N:32].[F:1][c:2]1[cH:3][c:4]([C:9]2([OH:14])[CH2:10][NH:11][CH2:12][CH2:13]2)[cH:5][cH:6][c:7]1[F:8].[I:21][CH2:22][CH3:23].[K+:19].[K+:20].[Na+:24].[Na+:25].[O-:26][C:27](=[O:28])[O-:29]>>[F:1][c:2]1[cH:3][c:4]([C:9]2([OH:14])[CH2:10][N:11]([CH2:22][CH3:23])[CH2:12][CH2:13]2)[cH:5][cH:6][c:7]1[F:8]. Starting materials: CCOC(=O)C1CC(OS(C)(=O)=O)CC1C(=O)NC1(C#N)CC1, Sc1ccccc1. Yields the product CCOC(=O)C1CC(Sc2ccccc2)CC1C(=O)NC1(C#N)CC1. Reaction SMILES: [CH2:1]([CH3:2])[O:3][C:4](=[O:5])[CH:6]1[CH:7]([C:16]([NH:17][C:18]2([C:21]#[N:22])[CH2:19][CH2:20]2)=[O:23])[CH2:8][CH:9]([O:11][S:12]([CH3:13])(=[O:14])=[O:15])[CH2:10]1.[SH:24][c:25]1[cH:26][cH:27][cH:28][cH:29][cH:30]1>>[CH2:1]([CH3:2])[O:3][C:4](=[O:5])[CH:6]1[CH:7]([C:16]([NH:17][C:18]2([C:21]#[N:22])[CH2:19][CH2:20]2)=[O:23])[CH2:8][CH:9]([S:24][c:25]2[cH:26][cH:27][cH:28][cH:29][cH:30]2)[CH2:10]1. Reactants: O=O (oxygen), R,R-2,3-butanediol, OC(C(C)=O)C (acetoin), CC(C(C)O)O (2,3-butanediol), C[C@H]([C@H](C)O)O (meso-2,3-butanediol), O=O (oxygen), OC(C(C)=O)C (acetoin), S,S-2,3-butanediol. Reagents/catalysts: Catalyst III. Product: CC(C(C)O)O.OC(C(C)=O)C (2,3-butanediol acetoin). Reaction SMILES: O=O.[OH:3][CH:4]([CH3:8])[C:5](=[O:7])[CH3:6].[CH3:9][C@@H:10]([OH:14])[C@@H:11]([OH:13])[CH3:12].CC(O)C(O)C>>[CH3:6][CH:5]([OH:7])[CH:4]([OH:3])[CH3:8].[OH:14][CH:10]([CH3:9])[C:11](=[O:13])[CH3:12] |f:4.5|. Procedure: Catalyst III was installed in a reactor having a reaction tube inside diameter of 15 mm to a fill level height of 1000 mm. The oxygen content at reactor entry was automatically controlled to 4.52 vol % by addition of pure oxygen at the point of reactor entry. The reaction feed added was a mixture of 10 g/h of a racemate (equimolar mixture of R- and S-form) of acetoin (3-hydroxy-2-butanone), hereinafter referred to as acetoin, and 89.6 g/h of a stereoisomer mixture having the following compositio... Starting materials: CO (MeOH), COC(C1=CC(=C(C=C1)[N+](=O)[O-])OCC1=CC=CC=C1)=O (Methyl-3-(benzyloxy)-4-nitrobenzoate), CO (MeOH), [OH-].[Na+] (NaOH), C(Cl)Cl (DCM). The solvent is C1CCOC1 (THF). Conditions: temperature 60 celsius. Product: C(C1=CC=CC=C1)OC=1C=C(C(=O)O)C=CC1[N+](=O)[O-] (3-(benzyloxy)-4-nitrobenzoic acid). The yield is 85.9%. RXN SMILES: C[O:2][C:3](=[O:21])[C:4]1[CH:9]=[CH:8][C:7]([N+:10]([O-:12])=[O:11])=[C:6]([O:13][CH2:14][C:15]2[CH:20]=[CH:19][CH:18]=[CH:17][CH:16]=2)[CH:5]=1.CO.[OH-].[Na+].C(Cl)Cl>C1COCC1>[CH2:14]([O:13][C:6]1[CH:5]=[C:4]([CH:9]=[CH:8][C:7]=1[N+:10]([O-:12])=[O:11])[C:3]([OH:21])=[O:2])[C:15]1[CH:20]=[CH:19][CH:18]=[CH:17][CH:16]=1 |f:2.3|. Procedure details: Cmpd 2 (1.53 g, 1.0 eq) was dissolved in THF (52.8 mL) and MeOH (26.4 mL) in a round bottom flask, followed by addition of 2N NaOH (13.2 mL, 5.0 eq). The reaction was heated at 60° C. for 3 hours, occasionally opening the flask to release pressure. The reaction was monitored by TLC (5% MeOH:95% DCM). The resulting mixture was concentrated, and the residue was dissolved in water and acidified to pH=2-3 with 1N HCl. The acidic solution was extracted with AcOEt 3×, dried over Na2SO4, filtered and c... Starting materials: ice, O (water), [H-].[Al+3].[Li+].[H-].[H-].[H-] (lithium aluminium hydride), [OH-].[Na+] (sodium hydroxide), C(C)OC(=O)C1=C(N=C2N1C=CC=C2OCC2=C(C=CC=C2)F)C (8-(2-fluorobenzyloxy)-2-methylimidazo[1,2-a]pyridine-3-carboxylic acid ethyl ester), O (water). The solvent is O1CCCC1 (tetrahydrofuran). Conditions: time 1 hour. Product: FC1=C(COC=2C=3N(C=CC2)C(=C(N3)C)CO)C=CC=C1 (8-(2-Fluorobenzyloxy)-3-hydroxymethyl-2-methylimidazo[1,2-a]pyridine). RXN SMILES: [H-].[Al+3].[Li+].[H-].[H-].[H-].C([O:9][C:10]([C:12]1[N:16]2[CH:17]=[CH:18][CH:19]=[C:20]([O:21][CH2:22][C:23]3[CH:28]=[CH:27][CH:26]=[CH:25][C:24]=3[F:29])[C:15]2=[N:14][C:13]=1[CH3:30])=O)C.O.[OH-].[Na+]>O1CCCC1>[F:29][C:24]1[CH:25]=[CH:26][CH:27]=[CH:28][C:23]=1[CH2:22][O:21][C:20]1[C:15]2[N:16]([C:12]([CH2:10][OH:9])=[C:13]([CH3:30])[N:14]=2)[CH:17]=[CH:18][CH:19]=1 |f:0.1.2.3.4.5,8.9|. Reported procedure: To an ice-cooled suspension of 1.56 g of lithium aluminium hydride in 200 ml tetrahydrofuran (THF) there was added 15.0 g of 8-(2-fluorobenzyloxy)-2-methylimidazo[1,2-a]pyridine-3-carboxylic acid ethyl ester in portions so that the temperature remained below 10° C. After stirring at 0°-5° C. for an additional 1 hr., 1.6 ml water was added dropwise at 0°-10° C., followed by 1.6 ml15 % aqueous sodium hydroxide and then 4.8 ml water. The mixture was allowed to warm to room temperature with stirring... Procedure details: A mixture of 3-Ethynyl-4-(4-fluorophenyl)-2-(1-methylethyl)quinoline (1.500 gm, 5.18 mmol) (the preparation of which is described in Example 8) and AIBN (15 mg) in tri-n-butylstannyl hydride (2.1 ml) was rapidly heated to 120° C. After 3 minutes of heating, the mixture was treated with additional Bu3SnH (0.6 ml) and the temperature of the reaction was raised to 130° C. Approximately 15 mg of AIBN was added to the reaction mixture of 0.5, 1, and 2 hours after heating was initiated. After 2.5 hour... Product: FC1=CC=C(C=C1)C1=C(C(=NC2=CC=CC=C12)C(C)C)\C=C\I ((E)-4-(4-Fluorophenyl)-3-(2-iodoethenyl)-2-(1-methylethyl)quinoline). Run at temperature 120 celsius, time 2.5 hour. Starting materials: C(#C)C=1C(=NC2=CC=CC=C2C1C1=CC=C(C=C1)F)C(C)C (3-Ethynyl-4-(4-fluorophenyl)-2-(1-methylethyl)quinoline), II (I2), CC(C)(C#N)N=NC(C)(C)C#N (AIBN), CC(C)(C#N)N=NC(C)(C)C#N (AIBN). Solvent: C(CCC)[SnH](CCCC)CCCC (tri-n-butylstannyl hydride), CCCC[SnH](CCCC)CCCC (Bu3SnH), CCOCC (Et2O). RXN SMILES: [C:1]([C:3]1[C:4]([CH:20]([CH3:22])[CH3:21])=[N:5][C:6]2[C:11]([C:12]=1[C:13]1[CH:18]=[CH:17][C:16]([F:19])=[CH:15][CH:14]=1)=[CH:10][CH:9]=[CH:8][CH:7]=2)#[CH:2].CC(N=NC(C#N)(C)C)(C#N)C.[I:35]I>C([SnH](CCCC)CCCC)CCC.CCOCC>[F:19][C:16]1[CH:15]=[CH:14][C:13]([C:12]2[C:11]3[C:6](=[CH:7][CH:8]=[CH:9][CH:10]=3)[N:5]=[C:4]([CH:20]([CH3:22])[CH3:21])[C:3]=2/[CH:1]=[CH:2]/[I:35])=[CH:18][CH:17]=1. The reactants are O1[C@H](CC=C1)N1C2=NC=NC(=C2N=C1)N ((R)-9-(2,3-Dihydro-2-furanyl)-9H-purin-6-amine), CO (methanol), CC(C(=O)Cl)(C)C (trimethylacetylchloride), C(Cl)Cl.CO (methylene chloride methanol). Reagents/catalysts: CN(C1=CC=NC=C1)C (4-dimethylaminopyridine). Solvent: N1=CC=CC=C1 (pyridine). Reaction conditions: temperature 55 celsius, time 30 minute. Yields the product O1[C@H](CC=C1)N1C2=NC=NC(=C2N=C1)NC(C(C)(C)C)=O ((R)-N-[9-(2,3-Dihydro-2-furanyl)-9H-purin-6-yl]-2,2-dimethylpropanamide). Yield: 94.0%. As a reaction SMILES: [O:1]1[CH:5]=[CH:4][CH2:3][C@@H:2]1[N:6]1[CH:14]=[N:13][C:12]2[C:7]1=[N:8][CH:9]=[N:10][C:11]=2[NH2:15].[CH3:16][C:17]([CH3:22])([CH3:21])[C:18](Cl)=[O:19].C(Cl)Cl.CO.CO>CN(C)C1C=CN=CC=1.N1C=CC=CC=1>[O:1]1[CH:5]=[CH:4][CH2:3][C@@H:2]1[N:6]1[CH:14]=[N:13][C:12]2[C:7]1=[N:8][CH:9]=[N:10][C:11]=2[NH:15][C:18](=[O:19])[C:17]([CH3:22])([CH3:21])[CH3:16] |f:2.3|. Procedure: To a suspension of the product of Step C (196 g, 0.97 mole), 4-dimethylaminopyridine (5.9 g, 0.048 mole) in dry pyridine (970 mL) at 26° C. was added dropwise over 1 hr trimethylacetylchloride (145 mL, 142.1 g, 1.18 mole, 1.2 equiv.). A slight 3° C. exotherm was noted. The reaction mixture was then heated to 55° C. for 4 hr becoming a pale yellow-orange solution. Analysis by TLC (methylene chloride:methanol (90:10), Rf (product) 0.75) showed the reaction was complete. The reaction solution was c... Reactants: COC1=C(N)C=C(C=C1)OC (2,5-dimethoxyaniline), FC=1C=C(C(=O)O)C=CC1OC (3-fluoro-4-methoxybenzoic acid). Yields the product FC=1C=C(C=CC1O)C=1OC2=C(N1)C=C(C=C2)O (2-(3-Fluoro-4-hydroxyphenyl)-1,3-benzoxazol-5-ol). RXN SMILES: [CH3:1][O:2][C:3]1[CH:9]=[CH:8][C:7]([O:10]C)=[CH:6][C:4]=1[NH2:5].[F:12][C:13]1[CH:14]=[C:15]([CH:19]=[CH:20][C:21]=1[O:22]C)C(O)=O>>[F:12][C:13]1[CH:14]=[C:15]([C:1]2[O:2][C:3]3[CH:9]=[CH:8][C:7]([OH:10])=[CH:6][C:4]=3[N:5]=2)[CH:19]=[CH:20][C:21]=1[OH:22]. Procedure: The title compound was prepared in substantially the same manner as described in Example 1, from 2,5-dimethoxyaniline, and 3-fluoro-4-methoxybenzoic acid and was obtained as a white solid, m.p. 262-268° C.; MS m/e 244 (M−H)+. The reactants are OC1=CC=C(C(=O)C2=CC=CC=C2)C=C1 (4-hydroxybenzophenone), [OH-].[Na+] (NaOH), ClCC(=O)O (chloroacetic acid). Solvent: O (water), O (water). Reaction conditions: temperature 90 celsius. Yields the product C(C1=CC=CC=C1)(=O)C1=CC=C(OCC(=O)O)C=C1 ((4-benzoylphenoxy)acetic acid). Isolated yield 95.0%. RXN SMILES: [OH:1][C:2]1[CH:15]=[CH:14][C:5]([C:6]([C:8]2[CH:13]=[CH:12][CH:11]=[CH:10][CH:9]=2)=[O:7])=[CH:4][CH:3]=1.[OH-].[Na+].Cl[CH2:19][C:20]([OH:22])=[O:21]>O>[C:6]([C:5]1[CH:4]=[CH:3][C:2]([O:1][CH2:19][C:20]([OH:22])=[O:21])=[CH:15][CH:14]=1)(=[O:7])[C:8]1[CH:13]=[CH:12][CH:11]=[CH:10][CH:9]=1 |f:1.2|. Reported procedure: 20.5 grams (103.4 mmol) of 4-hydroxybenzophenone were suspended in water and dissolved adding 3 equivalents of NaOH. The solution was heated up to 90° C. A solution of 15 grams of chloroacetic acid (1.6 eq.) in 40 mL of water was added dropwise to the reactor for 30 minutes. After that, the reactor was put on reflux at 100° C. for 14 hours or overnight. After that time the solution was cooled down to room temperature and acidified to pH 1-3. A white precipitate appeared. The solution was filtere...